Dataset: the Open Reaction Database (ORD), a public repository of structured organic reaction records. Task: describe an organic reaction: reactants, conditions, products, and yield The reactants are OC(C)(C)C=1N=C(N(C1C(=O)OC)CC1=CC=C(C=C1)C1=C(C=CC=C1)C1=NN=NN1C(C1=CC=CC=C1)(C1=CC=CC=C1)C1=CC=CC=C1)COC (methyl 4-(1-hydroxy-1-methylethyl)-2-methoxymethyl-1-{4-[2-(trityltetrazol-5-yl)phenyl]phenyl}methylimidazole-5-carboxylate), O.[OH-].[Li+] (lithium hydroxide monohydrate), C(=O)=O (dry ice). Solvent: O1CCOCC1 (dioxane), O (water). Run at time 8 hour. Product: OC(C)(C)C=1N=C(N(C1C(=O)OCOC(C(C)(C)C)=O)CC1=CC=C(C=C1)C1=C(C=CC=C1)C1=NN=NN1C(C1=CC=CC=C1)(C1=CC=CC=C1)C1=CC=CC=C1)COC (Pivaloyloxymethyl 4-(1-hydroxy-1-methylethyl)-2-methoxymethyl-1-{4-[2-(trityltetrazol-5-yl)phenyl]phenyl}methylimidazole-5-carboxylate). RXN SMILES: O.[OH-].[Li+].[OH:4][C:5]([C:8]1[N:9]=[C:10]([CH2:54][O:55][CH3:56])[N:11]([CH2:17][C:18]2[CH:23]=[CH:22][C:21]([C:24]3[CH:29]=[CH:28][CH:27]=[CH:26][C:25]=3[C:30]3[N:34]([C:35]([C:48]4[CH:53]=[CH:52][CH:51]=[CH:50][CH:49]=4)([C:42]4[CH:47]=[CH:46][CH:45]=[CH:44][CH:43]=4)[C:36]4[CH:41]=[CH:40][CH:39]=[CH:38][CH:37]=4)[N:33]=[N:32][N:31]=3)=[CH:20][CH:19]=2)[C:12]=1[C:13]([O:15][CH3:16])=[O:14])([CH3:7])[CH3:6].[C:57](=[O:59])=[O:58]>O.O1CCOCC1>[OH:4][C:5]([C:8]1[N:9]=[C:10]([CH2:54][O:55][CH3:56])[N:11]([CH2:17][C:18]2[CH:19]=[CH:20][C:21]([C:24]3[CH:29]=[CH:28][CH:27]=[CH:26][C:25]=3[C:30]3[N:34]([C:35]([C:36]4[CH:37]=[CH:38][CH:39]=[CH:40][CH:41]=4)([C:48]4[CH:49]=[CH:50][CH:51]=[CH:52][CH:53]=4)[C:42]4[CH:43]=[CH:44][CH:45]=[CH:46][CH:47]=4)[N:33]=[N:32][N:31]=3)=[CH:22][CH:23]=2)[C:12]=1[C:13]([O:15][CH2:16][O:58][C:57](=[O:59])[C:5]([CH3:8])([CH3:7])[CH3:6])=[O:14])([CH3:6])[CH3:7] |f:0.1.2|. Procedure details: A solution of 41.9 mg of lithium hydroxide monohydrate in 15 ml of water was added, whilst ice-cooling, to a solution of 0.75 g of methyl 4-(1-hydroxy-1-methylethyl)-2-methoxymethyl-1-{4-[2-(trityltetrazol-5-yl)phenyl]phenyl}methylimidazole-5-carboxylate [prepared as described in Example 82(a)] in 15 ml of dioxane, and the mixture was stirred at room temperature overnight. At the end of this time, a small quantity of dry ice was added to the reaction solution, and the dioxane was removed by dist... The reactants are CCC(CC)(c1ccc(OCC(O[Si](C)(C)C(C)(C)C)C(C)(C)C)c(C)c1)c1cc(C)c(S(=O)(=O)Cl)s1, CC(C)(C)OC(=O)CN. Product: CCC(CC)(c1ccc(OCC(O[Si](C)(C)C(C)(C)C)C(C)(C)C)c(C)c1)c1cc(C)c(S(N)(=O)=O)s1, CC(=O)OC(C)(C)C. As a reaction SMILES: [C:1]([CH3:2])([CH3:3])([CH3:4])[Si:5]([O:6][CH:7]([CH2:8][O:9][c:10]1[c:11]([CH3:31])[cH:12][c:13]([C:16]([CH2:17][CH3:18])([CH2:19][CH3:20])[c:21]2[cH:22][c:23]([CH3:30])[c:24]([S:26](=[O:27])(=[O:28])[Cl:29])[s:25]2)[cH:14][cH:15]1)[C:32]([CH3:33])([CH3:34])[CH3:35])([CH3:36])[CH3:37].[C:38]([CH3:39])([CH3:40])([CH3:41])[O:42][C:43]([CH2:44][NH2:45])=[O:46]>>[C:1]([CH3:2])([CH3:3])([CH3:4])[Si:5]([O:6][CH:7]([CH2:8][O:9][c:10]1[c:11]([CH3:31])[cH:12][c:13]([C:16]([CH2:17][CH3:18])([CH2:19][CH3:20])[c:21]2[cH:22][c:23]([CH3:30])[c:24]([S:26](=[O:27])(=[O:28])[NH2:45])[s:25]2)[cH:14][cH:15]1)[C:32]([CH3:33])([CH3:34])[CH3:35])([CH3:36])[CH3:37].[C:38]([CH3:39])([CH3:40])([CH3:41])[O:42][C:43]([CH3:44])=[O:46]. The reactants are CN1C(N(N=CC1=O)CCCCN1CCN(CC1)C1=CC(=CC=C1)Cl)=O (4-methyl-2-(4-(4-(3-chlorophenyl)piperazino)butyl)-3,5-dioxo-(2H,4H)-1,2,4-triazine), Cl (hydrochloric acid). Run in C(C)O (ethanol), C(C)O (ethanol). Yields the product Cl.CN1C(N(N=CC1=O)CCCCN1CCN(CC1)C1=CC(=CC=C1)Cl)=O (4-methyl-2-(4-(4-(3-chlorophenyl)piperazino)butyl)-3,5-dioxo-(2H,4H) -1,2,4-triazine hydrochloride). Yield: 195.5%. RXN SMILES: [CH3:1][N:2]1[C:7](=[O:8])[CH:6]=[N:5][N:4]([CH2:9][CH2:10][CH2:11][CH2:12][N:13]2[CH2:18][CH2:17][N:16]([C:19]3[CH:24]=[CH:23][CH:22]=[C:21]([Cl:25])[CH:20]=3)[CH2:15][CH2:14]2)[C:3]1=[O:26].Cl>C(O)C>[ClH:25].[CH3:1][N:2]1[C:7](=[O:8])[CH:6]=[N:5][N:4]([CH2:9][CH2:10][CH2:11][CH2:12][N:13]2[CH2:18][CH2:17][N:16]([C:19]3[CH:24]=[CH:23][CH:22]=[C:21]([Cl:25])[CH:20]=3)[CH2:15][CH2:14]2)[C:3]1=[O:26] |f:3.4|. Reported procedure: The compound 4 (2.5 g) is taken up in ethanol (50 ml) and supplemented with a saturated hydrochloric acid solution in ethanol. After filtration, the precipitate is impasted in boiling ethanol (50 ml), drained, washed with ethyl ether and dried under vacuum at 80° C. to give 5 (2.68 g). Starting materials: O=C1CCC(=O)N1Br, ClCCl, OCCCc1cccc(Cl)c1, c1ccc(P(c2ccccc2)c2ccccc2)cc1. The product is Clc1cccc(CCCBr)c1. RXN SMILES: [Br:31][N:32]1[C:33](=[O:34])[CH2:35][CH2:36][C:37]1=[O:38].[CH2:39]([Cl:40])[Cl:41].[Cl:1][c:2]1[cH:3][c:4]([CH2:8][CH2:9][CH2:10][OH:11])[cH:5][cH:6][cH:7]1.[c:12]1([P:13]([c:14]2[cH:15][cH:16][cH:17][cH:18][cH:19]2)[c:20]2[cH:21][cH:22][cH:23][cH:24][cH:25]2)[cH:26][cH:27][cH:28][cH:29][cH:30]1>>[Cl:1][c:2]1[cH:3][c:4]([CH2:8][CH2:9][CH2:10][Br:31])[cH:5][cH:6][cH:7]1. Starting materials: N#Cc1ccc(CCN(C(=O)CCCNCS(=O)(=O)c2cccc(Cl)c2Cl)C2CC2)cc1, NCCN, S. The product is O=C(CCCNCS(=O)(=O)c1cccc(Cl)c1Cl)N(CCc1ccc(C2=NCCN2)cc1)C1CC1. RXN SMILES: [C:1](#[N:2])[c:3]1[cH:4][cH:5][c:6]([CH2:9][CH2:10][N:11]([C:12]([CH2:13][CH2:14][CH2:15][NH:16][CH2:17][S:18](=[O:19])(=[O:20])[c:21]2[c:22]([Cl:28])[c:23]([Cl:27])[cH:24][cH:25][cH:26]2)=[O:29])[CH:30]2[CH2:31][CH2:32]2)[cH:7][cH:8]1.[NH2:34][CH2:35][CH2:36][NH2:37].[S:33]>>[C:1]1([c:3]2[cH:4][cH:5][c:6]([CH2:9][CH2:10][N:11]([C:12]([CH2:13][CH2:14][CH2:15][NH:16][CH2:17][S:18](=[O:19])(=[O:20])[c:21]3[c:22]([Cl:28])[c:23]([Cl:27])[cH:24][cH:25][cH:26]3)=[O:29])[CH:30]3[CH2:31][CH2:32]3)[cH:7][cH:8]2)=[N:2][CH2:36][CH2:35][NH:34]1.